From a dataset of the Open Reaction Database (ORD), a public repository of structured organic reaction records. describe an organic reaction: reactants, conditions, products, and yield The product is COC(=O)C(CCC(F)(F)C(F)(F)C(F)(F)F)S(=O)(=O)CCC(F)(F)C(F)(F)F. Starting materials: CN(C)C=O, Cl, COC(=O)CS(=O)(=O)CCC(F)(F)C(F)(F)F, [H-], FC(F)(F)C(F)(F)C(F)(F)CCI, [Na+]. Reaction SMILES: [CH3:34][N:35]([CH3:36])[CH:37]=[O:38].[ClH:33].[F:14][C:15]([CH2:16][CH2:17][S:18](=[O:19])(=[O:20])[CH2:21][C:22](=[O:23])[O:24][CH3:25])([C:26]([F:27])([F:28])[F:29])[F:30].[H-:31].[I:1][CH2:2][CH2:3][C:4]([C:5]([C:6]([F:7])([F:8])[F:9])([F:10])[F:11])([F:12])[F:13].[Na+:32]>>[CH2:2]([CH2:3][C:4]([C:5]([C:6]([F:7])([F:8])[F:9])([F:10])[F:11])([F:12])[F:13])[CH:21]([S:18]([CH2:17][CH2:16][C:15]([F:14])([C:26]([F:27])([F:28])[F:29])[F:30])(=[O:19])=[O:20])[C:22](=[O:23])[O:24][CH3:25]. The reactants are Nc1ncc(C2(O)CCC2)s1, [OH-], [OH-], O=C(O)C(F)(F)F, [Pd+2]. Yields the product Nc1ncc(C2CCC2)s1. RXN SMILES: [NH2:1][c:2]1[s:3][c:4]([C:7]2([OH:11])[CH2:8][CH2:9][CH2:10]2)[cH:5][n:6]1.[OH-:19].[OH-:21].[OH:12][C:13]([C:14]([F:15])([F:16])[F:17])=[O:18].[Pd+2:20]>>[NH2:1][c:2]1[s:3][c:4]([CH:7]2[CH2:8][CH2:9][CH2:10]2)[cH:5][n:6]1. Reactants: COc1c(N)cc(C(C)(C)C)cc1C(F)(F)F, CCN(C(C)C)C(C)C, ClCCl, O=C(Cl)C(=O)c1ccc(OCCN2CCOCC2)c2ccccc12. Product: COc1c(NC(=O)C(=O)c2ccc(OCCN3CCOCC3)c3ccccc23)cc(C(C)(C)C)cc1C(F)(F)F. RXN SMILES: [C:1]([CH3:2])([CH3:3])([CH3:4])[c:5]1[cH:6][c:7]([C:14]([F:15])([F:16])[F:17])[c:8]([O:12][CH3:13])[c:9]([NH2:11])[cH:10]1.[CH:42]([N:43]([CH2:44][CH3:45])[CH:46]([CH3:47])[CH3:48])([CH3:49])[CH3:50].[Cl:51][CH2:52][Cl:53].[O:18]1[CH2:19][CH2:20][N:21]([CH2:24][CH2:25][O:26][c:27]2[cH:28][cH:29][c:30]([C:37]([C:38](=[O:39])[Cl:40])=[O:41])[c:31]3[cH:32][cH:33][cH:34][cH:35][c:36]23)[CH2:22][CH2:23]1>>[C:1]([CH3:2])([CH3:3])([CH3:4])[c:5]1[cH:6][c:7]([C:14]([F:15])([F:16])[F:17])[c:8]([O:12][CH3:13])[c:9]([NH:11][C:38]([C:37]([c:30]2[cH:29][cH:28][c:27]([O:26][CH2:25][CH2:24][N:21]3[CH2:20][CH2:19][O:18][CH2:23][CH2:22]3)[c:36]3[c:31]2[cH:32][cH:33][cH:34][cH:35]3)=[O:41])=[O:39])[cH:10]1. Starting materials: CC(C(=O)O)(C)N1N=CC(=C1)C1=CC2=C(C=3N=C(SC3CCO2)C=2N(N=CN2)CC(F)(F)F)C=C1 (2-Methyl-2-(4-{2-[2-(2,2,2-trifluoro-ethyl)-2H-[1,2,4]triazol-3-yl]-4,5-dihydro-6-oxa-3-thia-1-aza-benzo[e]azulen-8-yl}-pyrazol-1-yl)-propionic acid), C(O)CN (ethanolamine). Yields the product OCCNC(C(C)(C)N1N=CC(=C1)C1=CC2=C(C=3N=C(SC3CCO2)C=2N(N=CN2)CC(F)(F)F)C=C1)=O (N-(2-Hydroxy-ethyl)-2-(4-{2-[2-(2,2,2-trifluoro-ethyl)-2H-[1,2,4]triazol-3-yl]-4,5-dihydro-6-oxa-3-thia-1-aza-benzo[e]azulen-8-yl}-pyrazol-1-yl)-isobutyramide). As a reaction SMILES: [CH3:1][C:2]([N:7]1[CH:11]=[C:10]([C:12]2[CH:35]=[CH:34][C:15]3[C:16]4[N:17]=[C:18]([C:24]5[N:25]([CH2:29][C:30]([F:33])([F:32])[F:31])[N:26]=[CH:27][N:28]=5)[S:19][C:20]=4[CH2:21][CH2:22][O:23][C:14]=3[CH:13]=2)[CH:9]=[N:8]1)([CH3:6])[C:3](O)=[O:4].[CH2:36]([CH2:38][NH2:39])[OH:37]>>[OH:37][CH2:36][CH2:38][NH:39][C:3](=[O:4])[C:2]([N:7]1[CH:11]=[C:10]([C:12]2[CH:35]=[CH:34][C:15]3[C:16]4[N:17]=[C:18]([C:24]5[N:25]([CH2:29][C:30]([F:31])([F:33])[F:32])[N:26]=[CH:27][N:28]=5)[S:19][C:20]=4[CH2:21][CH2:22][O:23][C:14]=3[CH:13]=2)[CH:9]=[N:8]1)([CH3:6])[CH3:1]. Reported procedure: Following the procedure for 453, 2-Methyl-2-(4-{2-[2-(2,2,2-trifluoro-ethyl)-2H-[1,2,4]triazol-3-yl]-4,5-dihydro-6-oxa-3-thia-1-aza-benzo[e]azulen-8-yl}-pyrazol-1-yl)-propionic acid was reacted with ethanolamine to give 324. MS(ESI+) 548.1. 1H NMR (400 MHz, DMSO) δ 8.46 (s, 1H), 8.30-8.25 (m, 2H), 8.07 (s, 1H), 7.52 (dd, J=8.3, 1.5, 1H), 7.41 (d, J=1.5, 1H), 7.20 (t, J=5.4, 1H), 5.86 (q, J=8.7, 2H), 4.59 (t, J=5.4, 1H), 4.40 (t, J=4.8, 2H), 3.47 (t, J=4.9, 2H), 3.36 (q, J=6.0, 2H), 3.12 (q, J=6.... Starting materials: [OH-].[Na+] (NaOH), [Mn](=O)(=O)(=O)[O-].[K+] (potassium permanganate), S(O)(O)=O (sulfurous acid), C(CCCCCCC\C=C/CCCCCCCC)(=O)O (oleic acid). Product: OC(CCCCCCCC(=O)O)C(CCCCCCCC)O (9,10-dihydroxyoctadecanoic acid). Solvent: O (water), O (water). Yield: 84.4%. RXN SMILES: [OH-:1].[Na+].[C:3]([OH:22])(=[O:21])[CH2:4][CH2:5][CH2:6][CH2:7][CH2:8][CH2:9][CH2:10]/[CH:11]=[CH:12]\[CH2:13][CH2:14][CH2:15][CH2:16][CH2:17][CH2:18][CH2:19][CH3:20].[Mn]([O-])(=O)(=O)=[O:24].[K+].S(=O)(O)O>O>[OH:1][CH:11]([CH:12]([OH:24])[CH2:13][CH2:14][CH2:15][CH2:16][CH2:17][CH2:18][CH2:19][CH3:20])[CH2:10][CH2:9][CH2:8][CH2:7][CH2:6][CH2:5][CH2:4][C:3]([OH:22])=[O:21] |f:0.1,3.4|. Reported procedure: To a solution of NaOH (5.03 g) in water (200 ml) was suspended oleic acid (4.96 g), and the mixture to which ice had been added, was stirred at 5° C. A solution of potassium permanganate (4 g) in water (500 ml) was added, and the mixture was stirred for 5 minutes. Then, aqueous sulfurous acid was added until the mixture turned white, and the resulting precipitates were collected by filtration. The precipitates were washed with water and eluted with a mixture of chloroform-methanol (1:1), and the... Run at temperature 5 celsius. Starting materials: CC(C)(C)O, CC(C)(C)[O-], Cc1ccccc1, [Cu], [Na+], CC1=CC(=O)CC(C)(C)C1. Product: CC1CC(=O)CC(C)(C)C1. Reaction SMILES: [C:25]([OH:26])([CH3:27])([CH3:28])[CH3:29].[CH3:1][C:2]([CH3:3])([O-:4])[CH3:5].[CH3:7][c:8]1[cH:9][cH:10][cH:11][cH:12][cH:13]1.[Cu:24].[Na+:6].[O:14]=[C:15]1[CH:16]=[C:17]([CH3:23])[CH2:18][C:19]([CH3:20])([CH3:21])[CH2:22]1>>[O:14]=[C:15]1[CH2:16][CH:17]([CH3:23])[CH2:18][C:19]([CH3:20])([CH3:21])[CH2:22]1.